This data is from the Open Reaction Database (ORD), a public repository of structured organic reaction records. The task is: describe an organic reaction: reactants, conditions, products, and yield Reactants: COC(=O)c1ccccc1O, CC(C)C[Al](CC(C)C)CC(C)C, ClCCl, Cc1ccccc1, ClC(Cl)Cl, Cl, Nc1cccc2[nH]ccc12. Yields the product O=C(Nc1cccc2[nH]ccc12)c1ccccc1O. Reaction SMILES: [C:24]([c:25]1[c:26]([OH:27])[cH:28][cH:29][cH:30][cH:31]1)(=[O:32])[O:33][CH3:34].[CH2:1]([Al:2]([CH2:3][CH:4]([CH3:5])[CH3:6])[CH2:7][CH:8]([CH3:9])[CH3:10])[CH:11]([CH3:12])[CH3:13].[CH2:47]([Cl:48])[Cl:49].[CH3:36][c:37]1[cH:38][cH:39][cH:40][cH:41][cH:42]1.[CH:43]([Cl:44])([Cl:45])[Cl:46].[ClH:35].[NH2:14][c:15]1[c:16]2[cH:17][cH:18][nH:19][c:20]2[cH:21][cH:22][cH:23]1>>[NH:14]([c:15]1[c:16]2[cH:17][cH:18][nH:19][c:20]2[cH:21][cH:22][cH:23]1)[C:24]([c:25]1[c:26]([OH:27])[cH:28][cH:29][cH:30][cH:31]1)=[O:32].